From a dataset of the Open Reaction Database (ORD), a public repository of structured organic reaction records. describe an organic reaction: reactants, conditions, products, and yield The reactants are CC[Si](CC)(CC)C(F)(F)F, CC#N, ClCCl, O=C1C=CC(=O)C=C1. The product is O=C1C=CC(O)(C(F)(F)F)C=C1. RXN SMILES: [CH2:12]([Si:13]([CH2:14][CH3:19])([C:15]([F:16])([F:17])[F:18])[CH2:20][CH3:21])[CH3:22].[CH3:9][C:10]#[N:11].[Cl:23][CH2:24][Cl:25].[O:1]=[C:2]1[CH:3]=[CH:4][C:5](=[O:6])[CH:7]=[CH:8]1>>[OH:1][C:2]1([C:15]([F:16])([F:17])[F:18])[CH:3]=[CH:4][C:5](=[O:6])[CH:7]=[CH:8]1. The reactants are C([O-])([O-])=O.[Cu+2] (copper carbonate), C(=O)=O (carbon dioxide), C([O-])([O-])=O.[Cu+2] (copper carbonate), ion-exchanged, CS(=O)(=O)O (methanesulfonic acid). Solvent: O (water). The product is CS(=O)(=O)[O-].[Cu+2].CS(=O)(=O)[O-] (copper methanesulfonate). As a reaction SMILES: C(=O)([O-])[O-].[Cu+2:5].[CH3:6][S:7]([OH:10])(=[O:9])=[O:8].C(=O)=O>O>[CH3:6][S:7]([O-:10])(=[O:9])=[O:8].[Cu+2:5].[CH3:6][S:7]([O-:10])(=[O:9])=[O:8] |f:0.1,5.6.7|. Procedure: 190 g copper carbonate was introduced into approximately 0.7 L ion-exchanged water. The solution was stirred and converted into a slurry and methanesulfonic acid was then added in small portions. The copper carbonate underwent dissolution with the production of carbon dioxide and finally underwent complete dissolution to yield an aqueous copper methanesulfonate solution having a copper concentration of 100 g/L. The pH of the obtained aqueous copper methanesulfonate solution was 2.9. Reactants: COCCCCN1C(C(OC2=C1C=C(C(=C2)C(F)(F)F)C(=O)O)(C)C)=O (4-(4-methoxybutyl)-2,2-dimethyl-3-oxo-7-(trifluoromethyl)-3,4-dihydro-2H-1,4-benzoxazine-6-carboxylic acid), C(C)(C)NC1CN(CC1)C(=O)OCC1=CC=CC=C1 (benzyl 3-(isopropylamino)pyrrolidine-1-carboxylate). Product: C(C)(C)N(C1CN(CC1)C(=O)OCC1=CC=CC=C1)C(=O)C=1C(=CC2=C(N(C(C(O2)(C)C)=O)CCCCOC)C1)C(F)(F)F (Benzyl 3-(isopropyl{[4-(4-methoxybutyl)-2,2-dimethyl-3-oxo-7-(trifluoromethyl)-3,4-dihydro-2H-1,4-benzoxazin-6-yl]carbonyl}amino)pyrrolidine-1-carboxylate). RXN SMILES: [CH3:1][O:2][CH2:3][CH2:4][CH2:5][CH2:6][N:7]1[C:12]2[CH:13]=[C:14]([C:21]([OH:23])=O)[C:15]([C:17]([F:20])([F:19])[F:18])=[CH:16][C:11]=2[O:10][C:9]([CH3:25])([CH3:24])[C:8]1=[O:26].[CH:27]([NH:30][CH:31]1[CH2:35][CH2:34][N:33]([C:36]([O:38][CH2:39][C:40]2[CH:45]=[CH:44][CH:43]=[CH:42][CH:41]=2)=[O:37])[CH2:32]1)([CH3:29])[CH3:28]>>[CH:27]([N:30]([C:21]([C:14]1[C:15]([C:17]([F:20])([F:18])[F:19])=[CH:16][C:11]2[O:10][C:9]([CH3:25])([CH3:24])[C:8](=[O:26])[N:7]([CH2:6][CH2:5][CH2:4][CH2:3][O:2][CH3:1])[C:12]=2[CH:13]=1)=[O:23])[CH:31]1[CH2:35][CH2:34][N:33]([C:36]([O:38][CH2:39][C:40]2[CH:41]=[CH:42][CH:43]=[CH:44][CH:45]=2)=[O:37])[CH2:32]1)([CH3:29])[CH3:28]. Reported procedure: Using 4-(4-methoxybutyl)-2,2-dimethyl-3-oxo-7-(trifluoromethyl)-3,4-dihydro-2H-1,4-benzoxazine-6-carboxylic acid and benzyl 3-(isopropylamino)pyrrolidine-1-carboxylate, the title compound was obtained in a similar manner to Reference Example 5.